From a dataset of the Open Reaction Database (ORD), a public repository of structured organic reaction records. describe an organic reaction: reactants, conditions, products, and yield The reactants are ClC1=CC=C(S1)S(=O)(=O)N(C1=NNC2=CC=CC(=C12)OC)S(=O)(=O)C=1SC(=CC1)Cl (5-chloro-N-[(5-chloro-2-thienyl)sulfonyl]-N-[4-(methyloxy)-1H-indazol-3-yl]-2-thiophenesulfonamide), OCC=1C=C(C=CC1)S(=O)(=O)N (3-(hydroxymethyl)benzenesulfonamide), N(=NC(=O)OC(C)C)C(=O)OC(C)C (diisopropyl azodicarboxylate), Intermediate 10, C1(=CC=CC=C1)P(C1=CC=CC=C1)C1=CC=CC=C1 (triphenylphosphine). Run in C1CCOC1 (THF). Run at temperature 65 celsius, time 7 hour. Yields the product NS(=O)(=O)C=1C=C(C=CC1)CN1N=C(C2=C(C=CC=C12)OC)NS(=O)(=O)C=1SC(=CC1)Cl (N-[1-{[3-(aminosulfonyl)phenyl]methyl}-4-(methyloxy)-1H-indazol-3-yl]-5-chloro-2-thiophenesulfonamide). The yield is 22.0%. RXN SMILES: ClC1SC(S([N:10]([S:22]([C:25]2[S:26][C:27]([Cl:30])=[CH:28][CH:29]=2)(=[O:24])=[O:23])[C:11]2[C:19]3[C:14](=[CH:15][CH:16]=[CH:17][C:18]=3[O:20][CH3:21])[NH:13][N:12]=2)(=O)=O)=CC=1.C1(P(C2C=CC=CC=2)C2C=CC=CC=2)C=CC=CC=1.O[CH2:51][C:52]1[CH:53]=[C:54]([S:58]([NH2:61])(=[O:60])=[O:59])[CH:55]=[CH:56][CH:57]=1.N(C(OC(C)C)=O)=NC(OC(C)C)=O>C1COCC1>[NH2:61][S:58]([C:54]1[CH:53]=[C:52]([CH2:51][N:13]2[C:14]3[C:19](=[C:18]([O:20][CH3:21])[CH:17]=[CH:16][CH:15]=3)[C:11]([NH:10][S:22]([C:25]3[S:26][C:27]([Cl:30])=[CH:28][CH:29]=3)(=[O:23])=[O:24])=[N:12]2)[CH:57]=[CH:56][CH:55]=1)(=[O:59])=[O:60]. Procedure details: To a solution of 5-chloro-N-[(5-chloro-2-thienyl)sulfonyl]-N-[4-(methyloxy)-1H-indazol-3-yl]-2-thiophenesulfonamide (for a preparation see Intermediate 10) (120 mg, 0.229 mmol), triphenylphosphine (120 mg, 0.458 mmol) and 3-(hydroxymethyl)benzenesulfonamide (85.8 mg, 0.458 mmol) in THF (3 mL) was added at rt diisopropyl azodicarboxylate (DIAD) (0.090 mL, 0.458 mmol). The resulting mixture was stirred at 65° C. for 7 hours. The mixture was partitioned between DCM (3 mL) and water (3 mL). The orga... Reactants: C(#N)C1(CCOCC1)C=1C=CC(=C(C=O)C1)OC (5-(1-Cyano-4-oxa-cyclohexyl)-2-methoxybenzaldehyde), N[C@@H]1[C@@H](N(CCC1)C(=O)OC(C)(C)C)C1=CC=CC=C1 ((2S,3S)-3-Amino-1-tert-butoxycarbonyl-2-phenylpiperidine), C(C)(C)(C)OC(=O)N1[C@H]([C@H](CCC1)NCC1=C(C=CC(=C1)C(C)C#N)OC)C1=CC=CC=C1 ((2S,3S)-1-tert-Butoxycarbonyl-3-(5-(1-cyanoethyl)-2-methoxybenzyl)amino-2-phenylpiperidine). Product: C(C)(C)(C)OC(=O)N1[C@H]([C@H](CCC1)NCC1=C(C=CC(=C1)C1(CCOCC1)C#N)OC)C1=CC=CC=C1 ((2S,3S)-1-tert-Butoxycarbonyl-3-(5-(1-cyano-4-oxa-cyclohexyl)-2-methoxybenzyl)amino-2-phenylpiperidine). Reaction SMILES: [C:1]([C:3]1([C:9]2[CH:10]=[CH:11][C:12]([O:17][CH3:18])=[C:13]([CH:16]=2)[CH:14]=O)[CH2:8][CH2:7][O:6][CH2:5][CH2:4]1)#[N:2].[NH2:19][C@H:20]1[CH2:25][CH2:24][CH2:23][N:22]([C:26]([O:28][C:29]([CH3:32])([CH3:31])[CH3:30])=[O:27])[C@H:21]1[C:33]1[CH:38]=[CH:37][CH:36]=[CH:35][CH:34]=1.C(OC(N1CCC[C@H](NCC2C=C(C(C#N)C)C=CC=2OC)[C@@H]1C1C=CC=CC=1)=O)(C)(C)C>>[C:29]([O:28][C:26]([N:22]1[CH2:23][CH2:24][CH2:25][C@H:20]([NH:19][CH2:14][C:13]2[CH:16]=[C:9]([C:3]3([C:1]#[N:2])[CH2:8][CH2:7][O:6][CH2:5][CH2:4]3)[CH:10]=[CH:11][C:12]=2[O:17][CH3:18])[C@@H:21]1[C:33]1[CH:38]=[CH:37][CH:36]=[CH:35][CH:34]=1)=[O:27])([CH3:32])([CH3:30])[CH3:31]. Reported procedure: This compound was prepared from Compound 89 and Compound 17 in the same manner of Compound 18. Reactants: CS(C)=O, CC(=O)OC(C)=O, CCOC(C)=O, O=C(c1ccc([N+](=O)[O-])cc1)N1CCCC(O)c2ncccc21, [Na+], O=C([O-])O, O. Yields the product O=C1CCCN(C(=O)c2ccc([N+](=O)[O-])cc2)c2cccnc21. Reaction SMILES: [CH3:30][S:31](=[O:32])[CH3:33].[CH3:34][C:35]([O:36][C:37](=[O:38])[CH3:39])=[O:40].[CH3:41][CH2:42][O:43][C:44](=[O:45])[CH3:46].[N+:1](=[O:2])([O-:3])[c:4]1[cH:5][cH:6][c:7]([C:8](=[O:9])[N:10]2[c:11]3[c:12]([n:18][cH:19][cH:20][cH:21]3)[CH:13]([OH:17])[CH2:14][CH2:15][CH2:16]2)[cH:22][cH:23]1.[Na+:29].[O-:25][C:26]([OH:27])=[O:28].[OH2:24]>>[N+:1](=[O:2])([O-:3])[c:4]1[cH:5][cH:6][c:7]([C:8](=[O:9])[N:10]2[c:11]3[c:12]([n:18][cH:19][cH:20][cH:21]3)[C:13](=[O:17])[CH2:14][CH2:15][CH2:16]2)[cH:22][cH:23]1. The reactants are CC(C)(C)OC(=O)N1CC2CN(c3cncc(C(=O)O)c3)CC2C1, Nc1ccc(Cl)cc1. The product is CC(C)(C)OC(=O)N1CC2CN(c3cncc(C(=O)Nc4ccc(Cl)cc4)c3)CC2C1. Reaction SMILES: [C:1]([CH3:2])([CH3:3])([CH3:4])[O:5][C:6](=[O:7])[N:8]1[CH2:9][CH:10]2[CH:11]([CH2:12]1)[CH2:13][N:14]([c:16]1[cH:17][n:18][cH:19][c:20]([C:21](=[O:22])[OH:23])[cH:24]1)[CH2:15]2.[NH2:25][c:26]1[cH:27][cH:28][c:29]([Cl:30])[cH:31][cH:32]1>>[C:1]([CH3:2])([CH3:3])([CH3:4])[O:5][C:6](=[O:7])[N:8]1[CH2:9][CH:10]2[CH:11]([CH2:12]1)[CH2:13][N:14]([c:16]1[cH:17][n:18][cH:19][c:20]([C:21](=[O:22])[NH:25][c:26]3[cH:27][cH:28][c:29]([Cl:30])[cH:31][cH:32]3)[cH:24]1)[CH2:15]2. The reactants are CO, O=C(O)C1CC(O)CN1, O=S(Cl)Cl. Product: COC(=O)C1CC(O)CN1. RXN SMILES: [CH3:14][OH:15].[OH:5][CH:6]1[CH2:7][CH:8]([C:11](=[O:12])[OH:13])[NH:9][CH2:10]1.[S:1]([Cl:2])([Cl:3])=[O:4]>>[OH:5][CH:6]1[CH2:7][CH:8]([C:11]([O:12][CH3:14])=[O:13])[NH:9][CH2:10]1. The reactants are O (water), CN1C(=C(C2=CC=CC=C12)S(=O)(=O)C1=CC=C(C=C1)O)C(C)C (1-methyl-2-isopropyl-(4-hydroxy-benzenesulphonyl)indole), BrCCCBr (1,3-dibromopropane), C([O-])([O-])=O.[K+].[K+] (potassium carbonate). The solvent is CN(C=O)C (N,N-dimethyl formamide). Conditions: temperature 100 celsius. Product: CN1C(=C(C2=CC=CC=C12)S(=O)(=O)C1=CC=C(C=C1)OCCCBr)C(C)C (1-methyl-3-[4-(3-bromo-propoxy)benzenesulphonyl]-2-isopropyl-indole). Isolated yield 70.5%. Reaction SMILES: [CH3:1][N:2]1[C:10]2[C:5](=[CH:6][CH:7]=[CH:8][CH:9]=2)[C:4]([S:11]([C:14]2[CH:19]=[CH:18][C:17]([OH:20])=[CH:16][CH:15]=2)(=[O:13])=[O:12])=[C:3]1[CH:21]([CH3:23])[CH3:22].C(=O)([O-])[O-].[K+].[K+].[Br:30][CH2:31][CH2:32][CH2:33]Br.O>CN(C)C=O>[CH3:1][N:2]1[C:10]2[C:5](=[CH:6][CH:7]=[CH:8][CH:9]=2)[C:4]([S:11]([C:14]2[CH:19]=[CH:18][C:17]([O:20][CH2:33][CH2:32][CH2:31][Br:30])=[CH:16][CH:15]=2)(=[O:13])=[O:12])=[C:3]1[CH:21]([CH3:23])[CH3:22] |f:1.2.3|. Procedure details: To a solution of 2.8 g (0.0085 mol) of 1-methyl-2-isopropyl-(4-hydroxy-benzenesulphonyl)indole in 100 ml of N,N-dimethyl formamide were added 14 g of anhydrous and crushed potassium carbonate. After that 6.8 g (0.037 mol) of 1,3-dibromopropane were added and the medium was heated at 100° C. for 0.5 hour. The mixture was poured into water, extracted with ethyl ether and the ethereal fraction was washed with water, dried on anhydrous sodium sulphate, filtered and evaporated to obtain 2.7 g of 1-me... Starting materials: C(CCC)[Sn](CCCC)(CCCC)N=[N+]=[N-] (tributyltin azide), C(#N)C=1C=C2C=CN(C2=CC1)CCC(C)(C)NC[C@H](O)C=1C=C(C=CC1)NS(=O)(=O)C1=CC=CC=C1 (N-(3-{(R)-2-[3-(5-cyano-indol-1-yl)-1,1-dimethyl-propylamino]-1-hydroxy-ethyl}-phenyl)-benzenesulphonamide), C(CCC)[Sn](CCCC)(CCCC)N=[N+]=[N-] (tributyltin azide). Run in C1(=CC=CC=C1)C (toluene). The product is CC(CCN1C=CC2=CC(=CC=C12)C1=NN=NN1)(C)NC[C@H](O)C=1C=C(C=CC1)NS(=O)(=O)C1=CC=CC=C1 (N-[3-((R)-2-{1,1-dimethyl-3-[5-(tetrazol-5-yl)-indol-1-yl]-propylamino}-1-hydroxy-ethyl)-phenyl]-benzenesulphonamide). RXN SMILES: [C:1]([C:3]1[CH:4]=[C:5]2[C:9](=[CH:10][CH:11]=1)[N:8]([CH2:12][CH2:13][C:14]([NH:17][CH2:18][C@@H:19]([C:21]1[CH:22]=[C:23]([NH:27][S:28]([C:31]3[CH:36]=[CH:35][CH:34]=[CH:33][CH:32]=3)(=[O:30])=[O:29])[CH:24]=[CH:25][CH:26]=1)[OH:20])([CH3:16])[CH3:15])[CH:7]=[CH:6]2)#[N:2].C([Sn]([N:50]=[N+:51]=[N-:52])(CCCC)CCCC)CCC>C1(C)C=CC=CC=1>[CH3:16][C:14]([NH:17][CH2:18][C@@H:19]([C:21]1[CH:22]=[C:23]([NH:27][S:28]([C:31]2[CH:36]=[CH:35][CH:34]=[CH:33][CH:32]=2)(=[O:30])=[O:29])[CH:24]=[CH:25][CH:26]=1)[OH:20])([CH3:15])[CH2:13][CH2:12][N:8]1[C:9]2[C:5](=[CH:4][C:3]([C:1]3[NH:52][N:51]=[N:50][N:2]=3)=[CH:11][CH:10]=2)[CH:6]=[CH:7]1. Reported procedure: 150 mg (0.30 mmol) N-(3-{(R)-2-[3-(5-cyano-indol-1-yl)-1,1-dimethyl-propylamino]-1-hydroxy-ethyl}-phenyl)-benzenesulphonamide (Example 1) are dissolved in 5 ml of toluene and combined with 98 μl (0.36 mmol) tributyltin azide. Then the reaction solution is refluxed for 18 hours. Another 164 μl (0.6 mmol) tributyltin azide are added. The mixture is refluxed for a further 36 hours. Then the solvent is eliminated in vacuo and the residue is chromatographed on silica gel (DCM/methanol/NH4OH=100:0:0→7... Yields the product CCOC(=O)c1cc2c(C=O)cccc2cc1Cl. RXN SMILES: [CH2:2]([CH3:3])[O:4][C:5](=[O:6])[c:7]1[cH:8][c:9]2[c:10]([C:18]#[N:19])[cH:11][cH:12][cH:13][c:14]2[cH:15][c:16]1[Cl:17].[OH2:1].[cH:20]1[cH:21][cH:22][n:23][cH:24][cH:25]1>>[O:1]=[CH:18][c:10]1[c:9]2[cH:8][c:7]([C:5]([O:4][CH2:2][CH3:3])=[O:6])[c:16]([Cl:17])[cH:15][c:14]2[cH:13][cH:12][cH:11]1. Reactants: CCOC(=O)c1cc2c(C#N)cccc2cc1Cl, O, c1ccncc1.